From a dataset of the Open Reaction Database (ORD), a public repository of structured organic reaction records. describe an organic reaction: reactants, conditions, products, and yield Reactants: OC=1C=C2C=CC(=CC2=CC1)C(C(C)C)(O)C=1N=CN(C1)C(C1=CC=CC=C1)(C1=CC=CC=C1)C1=CC=CC=C1 (1-(6-hydroxynaphthalen-2-yl)-2-methyl-1-(1-trityl-1H-imidazol-4-yl)-1-propanol), BrCCC (1-bromopropane). Yields the product N1C=NC(=C1)C(C(C)C)(O)C1=CC2=CC=C(C=C2C=C1)OCCC (1-(1H-Imidazol-4-yl)-2-methyl-1-(6-propoxynaphthalen-2-yl)-1-propanol). Reaction SMILES: [OH:1][C:2]1[CH:3]=[C:4]2[C:9](=[CH:10][CH:11]=1)[CH:8]=[C:7]([C:12]([C:17]1[N:18]=[CH:19][N:20](C(C3C=CC=CC=3)(C3C=CC=CC=3)C3C=CC=CC=3)[CH:21]=1)([OH:16])[CH:13]([CH3:15])[CH3:14])[CH:6]=[CH:5]2.Br[CH2:42][CH2:43][CH3:44]>>[NH:20]1[CH:21]=[C:17]([C:12]([C:7]2[CH:6]=[CH:5][C:4]3[C:9](=[CH:10][CH:11]=[C:2]([O:1][CH2:42][CH2:43][CH3:44])[CH:3]=3)[CH:8]=2)([OH:16])[CH:13]([CH3:14])[CH3:15])[N:18]=[CH:19]1. Reported procedure: In a similar manner to that described in Example 31-(i), the reaction of 1-(6-hydroxynaphthalen-2-yl)-2-methyl-1-(1-trityl-1H-imidazol-4-yl)-1-propanol (1.265 g) with 1-bromopropane (0.24 ml) was carried out to give the titled compound (0.711 g) as a colorless solid. Starting materials: Cl (HCl), C(=O)C1=CC=C(C=CC(=O)O)C=C1 (4-formylcinnamic acid), ClC=1C=CC(=C(C1)C(C)=O)N1CCN(CC1)C (1-[5-chloro-2-(4-methyl-piperazin-1-yl)-phenyl]-ethanone), [OH-].[K+] (KOH). Run in CCO (EtOH). Conditions: temperature 0 celsius, time 3 hour. Product: Cl.ClC=1C=CC(=C(C1)C(/C=C/C1=CC=C(C=C1)/C=C/C(=O)O)=O)N1CCN(CC1)C ((E)-3-(4-{(E)-3-[5-chloro-2-(4-methyl-piperazin-1-yl)-phenyl]-3-oxo-propenyl}-phenyl)-acrylic acid hydrochloride). The yield is 163.5%. RXN SMILES: [CH:1]([C:3]1[CH:13]=[CH:12][C:6]([CH:7]=[CH:8][C:9]([OH:11])=[O:10])=[CH:5][CH:4]=1)=O.[Cl:14][C:15]1[CH:16]=[CH:17][C:18]([N:24]2[CH2:29][CH2:28][N:27]([CH3:30])[CH2:26][CH2:25]2)=[C:19]([C:21](=[O:23])[CH3:22])[CH:20]=1.[OH-].[K+].Cl>CCO>[ClH:14].[Cl:14][C:15]1[CH:16]=[CH:17][C:18]([N:24]2[CH2:29][CH2:28][N:27]([CH3:30])[CH2:26][CH2:25]2)=[C:19]([C:21](=[O:23])/[CH:22]=[CH:1]/[C:3]2[CH:13]=[CH:12][C:6](/[CH:7]=[CH:8]/[C:9]([OH:11])=[O:10])=[CH:5][CH:4]=2)[CH:20]=1 |f:2.3,6.7|. Procedure: A mixture of 4-formylcinnamic acid (397 mg, 2.25 mmol), 1-[5-chloro-2-(4-methyl-piperazin-1-yl)-phenyl]-ethanone (obtained as described in Preparation 10, 570 mg, 2.25 mmol) and 1.7 M KOH (2.66 ml) in EtOH (25 ml) was stirred at 0° C. for 3 h and then acidified with 10% HCl. The solution was concentrated until formation of a yellow precipitate. The solid was filtered to give 823 mg of (E)-3-(4-{(E)-3-[5-chloro-2-(4-methyl-piperazin-1-yl)-phenyl]-3-oxo-propenyl}-phenyl)-acrylic acid hydrochloride... The product is CCOC(C#CC(O)c1cn(-c2c(Cl)cc(C(F)(F)F)cc2Cl)nc1C#N)OCC. Reaction SMILES: [C:15](#[N:16])[c:17]1[n:18][n:19](-[c:24]2[c:25]([Cl:35])[cH:26][c:27]([C:31]([F:32])([F:33])[F:34])[cH:28][c:29]2[Cl:30])[cH:20][c:21]1[CH:22]=[O:23].[CH2:10]([Li:11])[CH2:12][CH2:13][CH3:14].[CH2:1]([CH3:2])[O:3][CH:4]([CH2:5][CH3:6])[O:7][CH2:8][CH3:9].[O:37]1[CH2:38][CH2:39][CH2:40][CH2:41]1.[OH2:36]>>[CH2:1]([CH3:2])[O:3][CH:4]([C:5]#[C:6][CH:22]([c:21]1[c:17]([C:15]#[N:16])[n:18][n:19](-[c:24]2[c:25]([Cl:35])[cH:26][c:27]([C:31]([F:32])([F:33])[F:34])[cH:28][c:29]2[Cl:30])[cH:20]1)[OH:23])[O:7][CH2:8][CH3:9]. The reactants are N#Cc1nn(-c2c(Cl)cc(C(F)(F)F)cc2Cl)cc1C=O, [Li]CCCC, CCOC(CC)OCC, C1CCOC1, O. The reactants are O=C([O-])c1cccnc1, CN(C)C=O, CC(Cl)c1nc2c(c(=O)n(C)c(=O)n2C)n1C, [K+]. Yields the product CC(OC(=O)c1cccnc1)c1nc2c(c(=O)n(C)c(=O)n2C)n1C. RXN SMILES: [C:18]([c:19]1[cH:20][n:21][cH:22][cH:23][cH:24]1)(=[O:25])[O-:26].[CH3:28][N:29]([CH3:30])[CH:31]=[O:32].[Cl:1][CH:2]([CH3:3])[c:4]1[n:5][c:6]2[n:7]([CH3:17])[c:8](=[O:16])[n:9]([CH3:10])[c:11](=[O:15])[c:12]2[n:13]1[CH3:14].[K+:27]>>[CH:2]([CH3:3])([c:4]1[n:5][c:6]2[n:7]([CH3:17])[c:8](=[O:16])[n:9]([CH3:10])[c:11](=[O:15])[c:12]2[n:13]1[CH3:14])[O:26][C:18]([c:19]1[cH:20][n:21][cH:22][cH:23][cH:24]1)=[O:25]. The reactants are C(C1=CC=CC=C1)OC=1C(=NC(=CC1)Cl)I (3-(benzyloxy)-6-chloro-2-iodopyridine), C(C#C)O (prop-2-yn-1-ol), O (Water). The reagents and catalysts are Cl[Pd]([P](C1=CC=CC=C1)(C2=CC=CC=C2)C3=CC=CC=C3)([P](C4=CC=CC=C4)(C5=CC=CC=C5)C6=CC=CC=C6)Cl (Pd(PPh3)2Cl2), [Cu]I (CuI). Run in CCN(CC)CC (Et3N). Conditions: time 6 hour. The product is C(C1=CC=CC=C1)OC=1C(=NC(=CC1)Cl)C#CCO (3-(3-(benzyloxy)-6-chloropyridin-2-yl)prop-2-yn-1-ol). Isolated yield 91.3%. As a reaction SMILES: [CH2:1]([O:8][C:9]1[C:10](I)=[N:11][C:12]([Cl:15])=[CH:13][CH:14]=1)[C:2]1[CH:7]=[CH:6][CH:5]=[CH:4][CH:3]=1.[CH2:17]([OH:20])[C:18]#[CH:19].O>CCN(CC)CC.Cl[Pd](Cl)([P](C1C=CC=CC=1)(C1C=CC=CC=1)C1C=CC=CC=1)[P](C1C=CC=CC=1)(C1C=CC=CC=1)C1C=CC=CC=1.[Cu]I>[CH2:1]([O:8][C:9]1[C:10]([C:19]#[C:18][CH2:17][OH:20])=[N:11][C:12]([Cl:15])=[CH:13][CH:14]=1)[C:2]1[CH:7]=[CH:6][CH:5]=[CH:4][CH:3]=1 |^1:31,50|. Reported procedure: A mixture of compound 3-(benzyloxy)-6-chloro-2-iodopyridine (2.5 g, 7.2 mmol), prop-2-yn-1-ol (443 mg, 7.9 mmol), Pd(PPh3)2Cl2 (280 mg, 0.4 mmol) and CuI (76 mg, 0.4 mmol) in Et3N (25 mL) was stirred at room temperature for 6 hours. Water (50 mL) was added and the mixture was extracted with dichloromethane. The organic layer was washed with brine and dried over Na2SO4. After concentrated, the resulting residue was purified using column chromatography (petroleum ether:ethyl acetate=2:1) to provid... The reactants are ClC1=NC=CC(=N1)C1=C(N=C(S1)N1CCOCC1)C=1C(=C(C=CC1)NS(=O)(=O)C=1C=NC=CC1)F (N-{3-[5-(2-chloro-4-pyrimidinyl)-2-(4-morpholinyl)-1,3-thiazol-4-yl]-2-fluorophenyl}-3-pyridinesulfonamide), C(C(C)C)N (isobutylamine). Yields the product FC1=C(C=CC=C1C=1N=C(SC1C1=NC(=NC=C1)NCC(C)C)N1CCOCC1)NS(=O)(=O)C=1C=NC=CC1 (N-{2-Fluoro-3-[5-{2-[(2-methylpropyl)amino]-4-pyrimidinyl}-2-(4-morpholinyl)-1,3-thiazol-4-yl]phenyl}-3-pyridinesulfonamide). As a reaction SMILES: Cl[C:2]1[N:7]=[C:6]([C:8]2[S:12][C:11]([N:13]3[CH2:18][CH2:17][O:16][CH2:15][CH2:14]3)=[N:10][C:9]=2[C:19]2[C:20]([F:35])=[C:21]([NH:25][S:26]([C:29]3[CH:30]=[N:31][CH:32]=[CH:33][CH:34]=3)(=[O:28])=[O:27])[CH:22]=[CH:23][CH:24]=2)[CH:5]=[CH:4][N:3]=1.[CH2:36]([NH2:40])[CH:37]([CH3:39])[CH3:38]>>[F:35][C:20]1[C:19]([C:9]2[N:10]=[C:11]([N:13]3[CH2:18][CH2:17][O:16][CH2:15][CH2:14]3)[S:12][C:8]=2[C:6]2[CH:5]=[CH:4][N:3]=[C:2]([NH:40][CH2:36][CH:37]([CH3:39])[CH3:38])[N:7]=2)=[CH:24][CH:23]=[CH:22][C:21]=1[NH:25][S:26]([C:29]1[CH:30]=[N:31][CH:32]=[CH:33][CH:34]=1)(=[O:28])=[O:27]. Procedure: Following a procedure analogous to the procedure described in Example 18, Step B, using N-{3-[5-(2-chloro-4-pyrimidinyl)-2-(4-morpholinyl)-1,3-thiazol-4-yl]-2-fluorophenyl}-3-pyridinesulfonamide (155 mg, 0.291 mmol) and isobutylamine (0.292 mL, 2.91 mmol) the title compound was obtained as a yellow foam (83 mg, 50% yield). 1H NMR (400 MHz, DMSO-d6) δ ppm 10.53 (s, 1H), 8.83 (d, J=2.3 Hz, 1H), 8.73 (dd, 1H), 8.03-8.13 (m, 1H), 7.83 (d, J=5.2 Hz, 1H), 7.53 (dd, J=8.1, 4.9 Hz, 1H), 7.31-7.44 (m, 1H... Reactants: BrC1=CC(=C(C=C1)C(C(C(F)(F)F)(O)C=1C=CC(N(C1)C)=O)C)Cl (5-[2-(4-bromo-2-chloro-phenyl)-1-hydroxy-1-trifluoromethyl-propyl]-1-methyl-1H-pyridin-2-one), C(#N)C=1C=C(C=CC1F)B(O)O (3-cyano-4-fluorophenylboronic acid). Yields the product ClC=1C=C(C=CC1C(C(C(F)(F)F)(C1=CN(C(C=C1)=O)C)O)C)C1=CC(=C(C=C1)F)C#N (3′-Chloro-4-fluoro-4′-[3,3,3-trifluoro-2-hydroxy-1-methyl-2-(1-methyl-6-oxo-1,6-dihydro-pyridin-3-yl)-propyl]-biphenyl-3-carbonitrile). As a reaction SMILES: Br[C:2]1[CH:7]=[CH:6][C:5]([CH:8]([CH3:23])[C:9]([C:15]2[CH:16]=[CH:17][C:18](=[O:22])[N:19]([CH3:21])[CH:20]=2)([OH:14])[C:10]([F:13])([F:12])[F:11])=[C:4]([Cl:24])[CH:3]=1.[C:25]([C:27]1[CH:28]=[C:29](B(O)O)[CH:30]=[CH:31][C:32]=1[F:33])#[N:26]>>[Cl:24][C:4]1[CH:3]=[C:2]([C:29]2[CH:30]=[CH:31][C:32]([F:33])=[C:27]([C:25]#[N:26])[CH:28]=2)[CH:7]=[CH:6][C:5]=1[CH:8]([CH3:23])[C:9]([OH:14])([C:15]1[CH:16]=[CH:17][C:18](=[O:22])[N:19]([CH3:21])[CH:20]=1)[C:10]([F:13])([F:12])[F:11]. Procedure: In analogy to Example 150, step 2, 5-[2-(4-bromo-2-chloro-phenyl)-1-hydroxy-1-trifluoromethyl-propyl]-1-methyl-1H-pyridin-2-one was reacted with 3-cyano-4-fluorophenylboronic acid to give the title compound as a colorless foam. MS (m/e, ISP neg. ion)=463.2 [M−H+].